Dataset: the Open Reaction Database (ORD), a public repository of structured organic reaction records. Task: describe an organic reaction: reactants, conditions, products, and yield Reaction SMILES: [CH3:1][S:2]([OH:5])(=[O:4])=[O:3].O1CCCC1.[CH2:11]([N:13]1[CH2:18][CH2:17][N:16]([CH2:19][CH2:20][O:21][C:22]2[CH:23]=[CH:24][C:25]([OH:46])=[C:26]([CH:45]=2)[C:27]([NH:29][C:30]2[CH:38]=[C:37]([C:39]3[CH:44]=[CH:43][CH:42]=[CH:41][CH:40]=3)[CH:36]=[CH:35][C:31]=2[C:32]([OH:34])=[O:33])=[O:28])[CH2:15][CH2:14]1)[CH3:12]>C(O)C>[CH3:1][S:2]([OH:5])(=[O:4])=[O:3].[CH3:1][S:2]([OH:5])(=[O:4])=[O:3].[CH2:11]([N:13]1[CH2:14][CH2:15][N:16]([CH2:19][CH2:20][O:21][C:22]2[CH:23]=[CH:24][C:25]([OH:46])=[C:26]([CH:45]=2)[C:27]([NH:29][C:30]2[CH:38]=[C:37]([C:39]3[CH:44]=[CH:43][CH:42]=[CH:41][CH:40]=3)[CH:36]=[CH:35][C:31]=2[C:32]([OH:34])=[O:33])=[O:28])[CH2:17][CH2:18]1)[CH3:12] |f:4.5.6|. Run in C(C)O (ethanol). Starting materials: CS(=O)(=O)O (Methanesulfonic acid), O1CCCC1 (tetrahydrofuran), C(C)N1CCN(CC1)CCOC=1C=CC(=C(C(=O)NC2=C(C(=O)O)C=CC(=C2)C2=CC=CC=C2)C1)O (2-(5-(2-(4-ethylpiperazin-1-yl)ethoxy)-2-hydroxybenzamido)-4-phenylbenzoic acid). Reaction conditions: time 30 minute. Reported procedure: Methanesulfonic acid (0.027 mL), tetrahydrofuran (3.0 mL), and activated carbon (0.020 g) were added to an ethanol (2.0 mL) suspension of the obtained 2-(5-(2-(4-ethylpiperazin-1-yl)ethoxy)-2-hydroxybenzamido)-4-phenylbenzoic acid (0.10 g), followed by stirring at room temperature for 30 minutes. The insoluble substance was removed by filtration, and the solvent was evaporated under reduced pressure. Acetone was added to the obtained residue, and the solid substance was collected by filtration t... Product: CS(=O)(=O)O.CS(=O)(=O)O.C(C)N1CCN(CC1)CCOC=1C=CC(=C(C(=O)NC2=C(C(=O)O)C=CC(=C2)C2=CC=CC=C2)C1)O (2-(5-(2-(4-ethylpiperazin-1-yl)ethoxy)-2-hydroxybenzamido)-4-phenylbenzoic acid dimethanesulfonate). The reactants are [Sn](Cl)(Cl)(Cl)Cl (tin chloride), NC1=NN(C(=C1)C(F)(F)F)C (3-amino-1-methyl5-trifluoromethylpyrazole), N(=O)[O-].[Na+] (sodium nitrite), [OH-].[Na+] (caustic soda). The solvent is Cl (hydrochloric acid), Cl (hydrochloric acid), O (water). Reaction conditions: time 1.5 hour. Yields the product N(N)C1=NN(C(=C1)C(F)(F)F)C (3-hydrazino-1-methyl-5-trifluoromethylpyrazole). Isolated yield 77.9%. Reaction SMILES: [NH2:1][C:2]1[CH:6]=[C:5]([C:7]([F:10])([F:9])[F:8])[N:4]([CH3:11])[N:3]=1.[N:12]([O-])=O.[Na+].[Sn](Cl)(Cl)(Cl)Cl.[OH-].[Na+]>Cl.O>[NH:1]([C:2]1[CH:6]=[C:5]([C:7]([F:8])([F:10])[F:9])[N:4]([CH3:11])[N:3]=1)[NH2:12] |f:1.2,4.5|. Procedure: To a solution of 1.0 g (6.06 mmole) 3-amino-1-methyl5-trifluoromethylpyrazole in 15 ml 6N hydrochloric acid, 0.52 g (7.44 mmole) sodium nitrite in 2 ml water was added slowly dropwise at 5° C. The mixture was stirred for 1.5 hours at the same temperature. Then 3.35 g (14.85 mmole) tin chloride (SnCl2.2H2O) in 3 ml concentrated hydrochloric acid was added dropwise. The mixture was warmed to room temperature, stirred for 2 hours and made basic by addition of 8N caustic soda under ice cooling. The ... The reactants are BrC1=C(CNCC)C=C(C=C1)C(F)(F)F ((2-bromo-5-trifluoromethyl-benzyl)-ethyl-amine), CN=C=O (methyl isocyanate). Product: BrC1=C(CN(C(=O)NC)CC)C=C(C=C1)C(F)(F)F (1-(2-Bromo-5-trifluoromethyl-benzyl)-1-ethyl-3-methyl-urea). RXN SMILES: [Br:1][C:2]1[CH:11]=[CH:10][C:9]([C:12]([F:15])([F:14])[F:13])=[CH:8][C:3]=1[CH2:4][NH:5][CH2:6][CH3:7].[CH3:16][N:17]=[C:18]=[O:19]>>[Br:1][C:2]1[CH:11]=[CH:10][C:9]([C:12]([F:13])([F:14])[F:15])=[CH:8][C:3]=1[CH2:4][N:5]([CH2:6][CH3:7])[C:18]([NH:17][CH3:16])=[O:19]. Reported procedure: Prepared according to the procedure described in Example 95, Step 1, using the following starting materials: (2-bromo-5-trifluoromethyl-benzyl)-ethyl-amine and methyl isocyanate. Starting materials: C([O-])([O-])=O.[Na+].[Na+] (sodium carbonate), [Na].CC(CC(CC(C(=O)OCC)=O)=O)C (ethyl 6-methyl-2,4-dioxoheptanoate sodium salt), resultant solution, CNN (Methylhydrazine). Run in C(C)(=O)O (acetic acid). Reaction conditions: time 2 hour. Product: C(C(C)C)C1=CC(=NN1C)C(=O)OCC (ethyl 5-isobutyl-1-methyl-1H-pyrazole-3-carboxylate). Yield: 96.9%. As a reaction SMILES: [Na].[CH3:2][CH:3]([CH3:15])[CH2:4][C:5](=O)[CH2:6][C:7](=O)[C:8]([O:10][CH2:11][CH3:12])=[O:9].[CH3:16][NH:17][NH2:18].C(=O)([O-])[O-].[Na+].[Na+]>C(O)(=O)C>[CH2:4]([C:5]1[N:17]([CH3:16])[N:18]=[C:7]([C:8]([O:10][CH2:11][CH3:12])=[O:9])[CH:6]=1)[CH:3]([CH3:15])[CH3:2] |f:0.1,3.4.5,^1:0|. Procedure details: A 1 L round bottom flask was charged with ethyl 6-methyl-2,4-dioxoheptanoate sodium salt (30.0 g, 135 mmol) and acetic acid (200 mL). Methylhydrazine (7.20 mL, 135 mmol) was added dropwise via syringe, and the resultant solution was allowed to stir under a nitrogen atmosphere for 2 hours. The pH was then adjusted to 9 by addition of saturated aqueous sodium carbonate, and the reaction mixture was extracted with dichloromethane (3×100 mL). The combined organic layers were washed with brine, dried... Starting materials: C1CCOC1, CCOC(C)=O, COc1cccc(CCl)c1, [H-], [Na+], O, OCCO. Product: COc1cccc(COCCO)c1. Reaction SMILES: [CH2:18]1[O:19][CH2:20][CH2:21][CH2:22]1.[CH3:23][CH2:24][O:25][C:26]([CH3:27])=[O:28].[CH3:7][O:8][c:9]1[cH:10][c:11]([CH2:15][Cl:16])[cH:12][cH:13][cH:14]1.[H-:6].[Na+:5].[OH2:17].[OH:1][CH2:2][CH2:3][OH:4]>>[O:1]([CH2:2][CH2:3][OH:4])[CH2:15][c:11]1[cH:10][c:9]([O:8][CH3:7])[cH:14][cH:13][cH:12]1. The reactants are CO, [H][H], CCc1cc(CC(OC(=O)N2CCC(N3CCc4ccccc4NC3=O)CC2)C(=O)O)cc(C)c1OCc1ccccc1. Product: CCc1cc(CC(OC(=O)N2CCC(N3CCc4ccccc4NC3=O)CC2)C(=O)O)cc(C)c1O. Reaction SMILES: [CH3:46][OH:47].[H:44][H:45].[O:1]=[C:2]1[NH:3][c:4]2[c:5]([cH:40][cH:41][cH:42][cH:43]2)[CH2:6][CH2:7][N:8]1[CH:9]1[CH2:10][CH2:11][N:12]([C:15](=[O:16])[O:17][CH:18]([CH2:19][c:20]2[cH:21][c:22]([CH2:35][CH3:36])[c:23]([O:27][CH2:28][c:29]3[cH:30][cH:31][cH:32][cH:33][cH:34]3)[c:24]([CH3:26])[cH:25]2)[C:37](=[O:38])[OH:39])[CH2:13][CH2:14]1>>[O:1]=[C:2]1[NH:3][c:4]2[c:5]([cH:40][cH:41][cH:42][cH:43]2)[CH2:6][CH2:7][N:8]1[CH:9]1[CH2:10][CH2:11][N:12]([C:15](=[O:16])[O:17][CH:18]([CH2:19][c:20]2[cH:21][c:22]([CH2:35][CH3:36])[c:23]([OH:27])[c:24]([CH3:26])[cH:25]2)[C:37](=[O:38])[OH:39])[CH2:13][CH2:14]1. Starting materials: O (Water), OC1=C(C=C2C(=CC=NC2=C1)OC=1C(=NC2=CC=CC=C2C1)C(C)=O)OC (1-[3-(7-Hydroxy-6-methoxy-quinolin-4-yloxy)-quinolin-2-yl]-ethanone), OC1=C(C=C2C(=CC=NC2=C1)OC=1C(=NC2=CC=CC=C2C1)C(C)=O)OC (1-[3-(7-Hydroxy-6-methoxy-quinolin-4-yloxy)-quinolin-2-yl]-ethanone), C([O-])([O-])=O.[K+].[K+] (Potassium carbonate), BrCCCl (1-bromo-2-chloroethane). The solvent is CN(C=O)C (N,N-dimethylformamide). Conditions: time 8 hour. The product is ClCCOC1=C(C=C2C(=CC=NC2=C1)OC=1C(=NC2=CC=CC=C2C1)C(C)=O)OC (1-{3-[7-(2-chloro-ethoxy)-6-methoxy-quinolin-4-yloxy]-quinolin-2-yl}-ethanone). Yield: 74.0%. RXN SMILES: [OH:1][C:2]1[CH:11]=[C:10]2[C:5]([C:6]([O:12][C:13]3[C:14]([C:23](=[O:25])[CH3:24])=[N:15][C:16]4[C:21]([CH:22]=3)=[CH:20][CH:19]=[CH:18][CH:17]=4)=[CH:7][CH:8]=[N:9]2)=[CH:4][C:3]=1[O:26][CH3:27].C(=O)([O-])[O-].[K+].[K+].Br[CH2:35][CH2:36][Cl:37].O>CN(C)C=O>[Cl:37][CH2:36][CH2:35][O:1][C:2]1[CH:11]=[C:10]2[C:5]([C:6]([O:12][C:13]3[C:14]([C:23](=[O:25])[CH3:24])=[N:15][C:16]4[C:21]([CH:22]=3)=[CH:20][CH:19]=[CH:18][CH:17]=4)=[CH:7][CH:8]=[N:9]2)=[CH:4][C:3]=1[O:26][CH3:27] |f:1.2.3|. Procedure details: 1-[3-(7-Hydroxy-6-methoxy-quinolin-4-yloxy)-quinolin-2-yl]-ethanone (compound 390) (86 mg) was dissolved in N,N-dimethylformamide (2 ml) to prepare a solution. Potassium carbonate (330 mg) and 1-bromo-2-chloroethane (1 ml) were added to the solution, and the mixture was stirred at room temperature overnight. Water was added to the reaction solution, and the mixture was extracted with ethyl acetate. The ethyl acetate layer was then washed with saturated brine and was dried over anhydrous sodium s... Reactants: CC(=O)NC(Cc1ccc(O)cc1)C(=O)NC(C(=O)O)C(C)C, ClCCCl, COC(=O)C1CC(Oc2ccccc2)CN1, CN(C)C=O, CCOC(C)=O, CCN(C(C)C)C(C)C, ClCCl, On1nnc2ccccc21. Yields the product COC(=O)C1CC(Oc2ccccc2)CN1C(=O)C(NC(=O)C(Cc1ccc(O)cc1)NC(C)=O)C(C)C. RXN SMILES: [C:1]([CH3:2])(=[O:3])[NH:4][CH:5]([CH2:6][c:7]1[cH:8][cH:9][c:10]([OH:13])[cH:11][cH:12]1)[C:14](=[O:15])[NH:16][CH:17]([CH:18]([CH3:19])[CH3:20])[C:21](=[O:22])[OH:23].[CH2:59]([Cl:60])[CH2:61][Cl:62].[CH3:24][O:25][C:26]([CH:27]1[NH:28][CH2:29][CH:30]([O:32][c:33]2[cH:34][cH:35][cH:36][cH:37][cH:38]2)[CH2:31]1)=[O:39].[CH3:63][N:64]([CH3:65])[CH:66]=[O:67].[CH3:68][CH2:69][O:70][C:71](=[O:72])[CH3:73].[CH:40]([N:41]([CH:42]([CH3:43])[CH3:44])[CH2:45][CH3:46])([CH3:47])[CH3:48].[Cl:74][CH2:75][Cl:76].[OH:49][n:50]1[c:51]2[c:52]([cH:53][cH:54][cH:55][cH:56]2)[n:57][n:58]1>>[C:1]([CH3:2])(=[O:3])[NH:4][CH:5]([CH2:6][c:7]1[cH:8][cH:9][c:10]([OH:13])[cH:11][cH:12]1)[C:14](=[O:15])[NH:16][CH:17]([CH:18]([CH3:19])[CH3:20])[C:21](=[O:23])[N:28]1[CH:27]([C:26]([O:25][CH3:24])=[O:39])[CH2:31][CH:30]([O:32][c:33]2[cH:34][cH:35][cH:36][cH:37][cH:38]2)[CH2:29]1. Starting materials: FC(=CCCCC(=O)Cl)F (6,6-difluorohex-5-enoic acid chloride), C[Si](C1=CC=C(N)C=C1)(C)C (4-trimethylsilylaniline), 4-N-pyrrolidinopyridine. The solvent is O1CCCC1 (tetrahydrofuran). Reaction conditions: time 2 hour. Yields the product C[Si](C1=CC=C(C=C1)NC(CCCC=C(F)F)=O)(C)C (6,6-Difluorohex-5-enoic acid N-(4-trimethylsilylphenyl)amide). As a reaction SMILES: [F:1][C:2]([F:10])=[CH:3][CH2:4][CH2:5][CH2:6][C:7](Cl)=[O:8].[CH3:11][Si:12]([CH3:21])([CH3:20])[C:13]1[CH:19]=[CH:18][C:16]([NH2:17])=[CH:15][CH:14]=1>O1CCCC1>[CH3:11][Si:12]([CH3:21])([CH3:20])[C:13]1[CH:19]=[CH:18][C:16]([NH:17][C:7](=[O:8])[CH2:6][CH2:5][CH2:4][CH:3]=[C:2]([F:10])[F:1])=[CH:15][CH:14]=1. Procedure details: With cooling at 10°, 1.0 g of 6,6-difluorohex-5-enoic acid chloride is added to 1.0 g of 4-trimethylsilylaniline, 0.73 g of trithylamine and 10 mg of 4-N-pyrrolidinopyridine in 25 ml of tetrahydrofuran. The mixture is stirred for 2 hours at room temperature and then concentrated by evaporation in vacuo. The residue is taken up in toluene, the toluene phase is washed with water, dried over sodium sulfate and concentrated to dryness by evaporation. The residue is taken up in hexane:ethyl acetate (...